Dataset: the Open Reaction Database (ORD), a public repository of structured organic reaction records. Task: describe an organic reaction: reactants, conditions, products, and yield Reactants: C(#N)C1=CC=C(C=C1)C1=NC2=C(N1)C=CC=C2C(=O)OC (methyl 2-(4′-cyanophenyl)-1-H-benzimidazole-4-carboxylate), N (ammonia). Yields the product C(#N)C1=CC=C(C=C1)C1=NC2=C(N1)C=CC=C2C(=O)N (2-(4′-Cyanophenyl)-1-H-benzimidazole-4-carboxamide). Reaction SMILES: [C:1]([C:3]1[CH:8]=[CH:7][C:6]([C:9]2[NH:13][C:12]3[CH:14]=[CH:15][CH:16]=[C:17]([C:18](OC)=[O:19])[C:11]=3[N:10]=2)=[CH:5][CH:4]=1)#[N:2].[NH3:22]>>[C:1]([C:3]1[CH:4]=[CH:5][C:6]([C:9]2[NH:13][C:12]3[CH:14]=[CH:15][CH:16]=[C:17]([C:18]([NH2:22])=[O:19])[C:11]=3[N:10]=2)=[CH:7][CH:8]=1)#[N:2]. Procedure: Following standard procedure C, methyl 2-(4′-cyanophenyl)-1-H-benzimidazole-4-carboxylate (169.5 mg, 0.612 mmol) was treated with ammonia under pressure. The crude product was recrystallised from boiling methanol to yield the title compound pure as white crystals. (116.5 mg, 73%) mp >310° C.; Found C 67.81 H 3.89 N 20.87, C15H10N4O.0.2 MeOH Requires C 67.95 H 4.05 N 20.85; vmax(cm−1) 3332.27, 3274.86, 3177.98, 2230.85, 1658.54, 1608.10; δH 7.45-7.49 (1H, t); 7.87-7.91 (1H, d), 7.91 (1H, br s), 7... Starting materials: B, CCCCCCCNC(=O)Cc1ccccc1, C1CCOC1, CSC, Cl. Yields the product CCCCCCCNCCc1ccccc1. Reaction SMILES: [BH3:21].[CH2:1]([CH2:2][CH2:3][CH2:4][CH2:5][CH2:6][CH3:7])[NH:8][C:9]([CH2:10][c:11]1[cH:12][cH:13][cH:14][cH:15][cH:16]1)=[O:17].[CH2:23]1[O:24][CH2:25][CH2:26][CH2:27]1.[CH3:18][S:19][CH3:20].[ClH:22]>>[CH2:1]([CH2:2][CH2:3][CH2:4][CH2:5][CH2:6][CH3:7])[NH:8][CH2:9][CH2:10][c:11]1[cH:12][cH:13][cH:14][cH:15][cH:16]1. Reactants: [Si](C)(C)(C(C)(C)C)O[C@@H]1CC2=CC[C@H]3[C@@H]4CC[C@@H]([C@@]4(C)CC[C@@H]3[C@]2(CC1)C)O (3β-(t-butyldimethylsilyloxy)androst-5-en-17β-ol), mercuric acetate, C(C)OC=C (vinyl ethyl ether). Run at time 24 hour. Yields the product [Si](C)(C)(C(C)(C)C)O[C@@H]1CC2=CC[C@H]3[C@@H]4CC[C@@H]([C@@]4(C)CC[C@@H]3[C@]2(CC1)C)OC=C (3β-(t-butyldimethylsilyloxy)-17β-ethenyloxyandrost-5-ene). As a reaction SMILES: [Si:1]([O:8][C@H:9]1[CH2:26][CH2:25][C@@:24]2([CH3:27])[C:11](=[CH:12][CH2:13][C@@H:14]3[C@@H:23]2[CH2:22][CH2:21][C@@:19]2([CH3:20])[C@H:15]3[CH2:16][CH2:17][C@@H:18]2[OH:28])[CH2:10]1)([C:4]([CH3:7])([CH3:6])[CH3:5])([CH3:3])[CH3:2].[CH2:29](OC=C)[CH3:30]>>[Si:1]([O:8][C@H:9]1[CH2:26][CH2:25][C@@:24]2([CH3:27])[C:11](=[CH:12][CH2:13][C@@H:14]3[C@@H:23]2[CH2:22][CH2:21][C@@:19]2([CH3:20])[C@H:15]3[CH2:16][CH2:17][C@@H:18]2[O:28][CH:29]=[CH2:30])[CH2:10]1)([C:4]([CH3:7])([CH3:5])[CH3:6])([CH3:3])[CH3:2]. Procedure details: To a solution of 4 g of 3β-(t-butyldimethylsilyloxy)androst-5-en-17β-ol in 50 ml of vinyl ethyl ether, there was added 0.25 g of mercuric acetate. The mixture was stirred at room temperature for 24 hours, quenched with triethylamine, and then poured into dilute aqueous potassium carbonate solution. The aqueous mixture was extracted 3 times with 100 ml-portions of diethyl ether and the combined organic extracts were washed with saturated aqueous sodium chloride solution and then dried over sodium...